This data is from the Open Reaction Database (ORD), a public repository of structured organic reaction records. The task is: describe an organic reaction: reactants, conditions, products, and yield The reactants are Cc1cn(C2CC(O)C(CO)(CNC(=O)CNC(=O)C(F)(F)F)O2)c(=O)[nH]c1=O, N. Yields the product Cc1cn(C2CC(O)C(CO)(CNC(=O)CN)O2)c(=O)[nH]c1=O. As a reaction SMILES: [F:1][C:2]([F:3])([F:4])[C:28]([NH:5][CH2:6][C:7](=[O:8])[NH:9][CH2:10][C:11]1([CH2:26][OH:27])[CH:12]([OH:25])[CH2:13][CH:14]([n:16]2[c:17](=[O:18])[nH:19][c:20](=[O:21])[c:22]([CH3:23])[cH:24]2)[O:15]1)=[O:29].[NH3:30]>>[NH2:5][CH2:6][C:7](=[O:8])[NH:9][CH2:10][C:11]1([CH2:26][OH:27])[CH:12]([OH:25])[CH2:13][CH:14]([n:16]2[c:17](=[O:18])[nH:19][c:20](=[O:21])[c:22]([CH3:23])[cH:24]2)[O:15]1. Procedure details: A solution of potassium nitrate (6.2 g, 61 mmol) in sulfuric acid (30 mL) was added dropwise to stirred solution of N-(3-formylphenyl)acetamide (10.0 g, 61 mmol) in sulfuric acid (120 mL) maintained at 5° C. After 2 hours, the reaction mixture was poured onto ice water (500 mL) and filtered to give N-(3-formyl-4-nitrophenyl)acetamide (6.2 g, 48%) mp 131°-135° C., used without further purification. Reaction SMILES: [N+:1]([O-:4])([O-])=[O:2].[K+].[CH:6]([C:8]1[CH:9]=[C:10]([NH:14][C:15](=[O:17])[CH3:16])[CH:11]=[CH:12][CH:13]=1)=[O:7]>S(=O)(=O)(O)O>[CH:6]([C:8]1[CH:9]=[C:10]([NH:14][C:15](=[O:17])[CH3:16])[CH:11]=[CH:12][C:13]=1[N+:1]([O-:4])=[O:2])=[O:7] |f:0.1|. Starting materials: [N+](=O)([O-])[O-].[K+] (potassium nitrate), C(=O)C=1C=C(C=CC1)NC(C)=O (N-(3-formylphenyl)acetamide). The product is C(=O)C=1C=C(C=CC1[N+](=O)[O-])NC(C)=O (N-(3-formyl-4-nitrophenyl)acetamide). Reaction conditions: temperature 5 celsius, time 2 hour. The solvent is S(O)(O)(=O)=O (sulfuric acid), S(O)(O)(=O)=O (sulfuric acid). Yield: 48.8%. As a reaction SMILES: [C:1]([CH3:2])(=[O:3])[CH2:4][CH2:5][CH2:6][CH2:7][CH2:8][PH:9]([O:10][CH3:11])=[O:12].[CH3:15][C:16]([CH2:17][CH3:18])=[O:19].[I-:14].[Na+:13]>>[C:1]([CH3:2])(=[O:3])[CH2:4][CH2:5][CH2:6][CH2:7][CH2:8][PH:9](=[O:10])[O-:12].[Na+:13]. The reactants are CO[PH](=O)CCCCCC(C)=O, CCC(C)=O, [I-], [Na+]. Product: CC(=O)CCCCC[PH](=O)[O-], [Na+]. The reactants are N#CCCCCBr, Cc1cc(C)c(S(=O)(=O)NCCCC#N)c(C)c1, CCCCCC, CCOC(C)=O, [H-], [Na+], CN(C)C=O. Product: Cc1cc(C)c(S(=O)(=O)N(CCCC#N)CCCCC#N)c(C)c1. RXN SMILES: [Br:21][CH2:22][CH2:23][CH2:24][CH2:25][C:26]#[N:27].[C:3](#[N:4])[CH2:5][CH2:6][CH2:7][NH:8][S:9](=[O:10])(=[O:11])[c:12]1[c:13]([CH3:20])[cH:14][c:15]([CH3:19])[cH:16][c:17]1[CH3:18].[CH3:28][CH2:29][CH2:30][CH2:31][CH2:32][CH3:33].[CH3:34][CH2:35][O:36][C:37]([CH3:38])=[O:39].[H-:2].[Na+:1].[O:40]=[CH:41][N:42]([CH3:43])[CH3:44]>>[C:3](#[N:4])[CH2:5][CH2:6][CH2:7][N:8]([S:9](=[O:10])(=[O:11])[c:12]1[c:13]([CH3:20])[cH:14][c:15]([CH3:19])[cH:16][c:17]1[CH3:18])[CH2:22][CH2:23][CH2:24][CH2:25][C:26]#[N:27].